Task: describe an organic reaction: reactants, conditions, products, and yield. Dataset: the Open Reaction Database (ORD), a public repository of structured organic reaction records Reactants: ClC1=C(OC(C(=O)O)C)C=C(C(=C1)Cl)N1N=C(N(C1=O)C(F)F)C (2-[2,4-dichloro-5-(4-difluoromethyl-4,5-dihydro-3-methyl-5-oxo-1H-1,2,4-triazol-1-yl)phenoxy]propionic acid), ClC1=C(OC(C(=O)O)C)C=C(C(=C1)Cl)N1N=C(N(C1=O)C(F)F)C (2-[2,4-dichloro-5-(4-difluoromethyl-4,5-dihydro-3-methyl-5-oxo-1H-1,2,4-triazol-1-yl)phenoxy]propionic acid), [N+](=O)([O-])C(CO)C (2-nitro-1-propanol), O.C1(=CC=C(C=C1)S(=O)(=O)O)C (p-toluenesulfonic acid monohydrate), O (water). The solvent is C1(=CC=CC=C1)C (toluene), C(C)OCC (diethyl ether). The product is ClC1=C(OC(C(=O)OCC(C)[N+](=O)[O-])C)C=C(C(=C1)Cl)N1N=C(N(C1=O)C(F)F)C (2-nitropropyl 2-[2,4-dichloro-5-(4-difluoromethyl-4,5-dihydro-3-methyl-5-oxo-1H-1,2,4-triazol-1-yl)phenoxy]propionate). Yield: 82.0%. As a reaction SMILES: [Cl:1][C:2]1[CH:13]=[C:12]([Cl:14])[C:11]([N:15]2[C:19](=[O:20])[N:18]([CH:21]([F:23])[F:22])[C:17]([CH3:24])=[N:16]2)=[CH:10][C:3]=1[O:4][CH:5]([CH3:9])[C:6]([OH:8])=[O:7].[N+:25]([CH:28]([CH3:31])[CH2:29]O)([O-:27])=[O:26].O.C1(C)C=CC(S(O)(=O)=O)=CC=1.O>C1(C)C=CC=CC=1.C(OCC)C>[Cl:1][C:2]1[CH:13]=[C:12]([Cl:14])[C:11]([N:15]2[C:19](=[O:20])[N:18]([CH:21]([F:23])[F:22])[C:17]([CH3:24])=[N:16]2)=[CH:10][C:3]=1[O:4][CH:5]([CH3:9])[C:6]([O:8][CH2:29][CH:28]([N+:25]([O-:27])=[O:26])[CH3:31])=[O:7] |f:2.3|. Procedure: A stirred mixture of 0.5 g (0.0013 mole) of 2-[2,4-dichloro-5-(4-difluoromethyl-4,5-dihydro-3-methyl-5-oxo-1H-1,2,4-triazol-1-yl)phenoxy]propionic acid (Compound A1), 1.0 g (0.0095 mole) of 2-nitro-1-propanol and 0.05 g (0.0003 mole) of p-toluenesulfonic acid monohydrate in 60 mL of toluene was heated at reflux. The water generated in the reaction was removed by collection in a Dean-Stark trap. After refluxing for a total of two hours, the solvent was removed by distillation under reduced pressu... Starting materials: C(C1=CC=CC=C1)(=O)O[C@H]1[C@H](CC=CC1)C(=O)O ((1R,2S)-1-Benzoyloxycyclohex-4-ene-2-carboxylic acid), [N+](=[N-])=C (diazomethane). Solvent: CCOCC (ether), CCOCC (ether). Yields the product C(C1=CC=CC=C1)(=O)O[C@@H]1[C@@H](CC=CC1)C(=O)OC (Methyl cis-2-benzoyloxy-cyclohex-4-enecarboxylate). Isolated yield 100.0%. As a reaction SMILES: [C:1]([O:9][C@@H:10]1[CH2:15][CH:14]=[CH:13][CH2:12][C@@H:11]1[C:16]([OH:18])=[O:17])(=[O:8])[C:2]1[CH:7]=[CH:6][CH:5]=[CH:4][CH:3]=1.[N+](=[CH2:21])=[N-]>CCOCC>[C:1]([O:9][C@H:10]1[CH2:15][CH:14]=[CH:13][CH2:12][C@H:11]1[C:16]([O:18][CH3:21])=[O:17])(=[O:8])[C:2]1[CH:3]=[CH:4][CH:5]=[CH:6][CH:7]=1. Reported procedure: A solution of 1-benzoyloxycyclohex-4-ene-2-carboxylic acid (5, 160 mg, 0.645 mmol) in ether (5 ml) is treated with a solution of diazomethane (excess) in ether. The solvent was removed under vacuum to yield methyl cis-2-benzoyloxy-cyclohex-4-enecarboxylate (6, 168 mg, 100%) as a colorless oil. When enantiomerically pure starting material was used, the product of this reaction was >97% enantiomerically pure. [α]D (c 6.35, acetone)=-89.5 for the 1S,2R isomer). Starting materials: [Cr](=O)(=O)([O-])Cl.[NH+]1=CC=CC=C1 (pyridinium chlorochromate), C(C)OC1=C(C(=C(C=C1)C1C(CC(CC1)C1CCC(CC1)CCCCC)O)F)F (4-(4-ethoxy-2,3-difluorophenyl)-4′-pentylbicyclohexyl-3-ol), CC(C)O (2-propanol). Run in ClCCl (dichloromethane). Product: C(C)OC1=C(C(=C(C=C1)C1C(CC(CC1)C1CCC(CC1)CCCCC)=O)F)F (4-(4-ethoxy-2,3-difluorophenyl)-4′-pentylbicyclohexyl-3-one). Reaction SMILES: [CH2:1]([O:3][C:4]1[CH:9]=[CH:8][C:7]([CH:10]2[CH2:15][CH2:14][CH:13]([CH:16]3[CH2:21][CH2:20][CH:19]([CH2:22][CH2:23][CH2:24][CH2:25][CH3:26])[CH2:18][CH2:17]3)[CH2:12][CH:11]2[OH:27])=[C:6]([F:28])[C:5]=1[F:29])[CH3:2].[Cr](Cl)([O-])(=O)=O.[NH+]1C=CC=CC=1.CC(O)C>ClCCl>[CH2:1]([O:3][C:4]1[CH:9]=[CH:8][C:7]([CH:10]2[CH2:15][CH2:14][CH:13]([CH:16]3[CH2:21][CH2:20][CH:19]([CH2:22][CH2:23][CH2:24][CH2:25][CH3:26])[CH2:18][CH2:17]3)[CH2:12][C:11]2=[O:27])=[C:6]([F:28])[C:5]=1[F:29])[CH3:2] |f:1.2|. Procedure details: 46.7 g of 4-(4-ethoxy-2,3-difluorophenyl)-4′-pentylbicyclohexyl-3-ol were dissolved in 600 ml of dichloromethane, and 20 g of Celite were added. 28.0 g of pyridinium chlorochromate were added with stirring, and the mixture was stirred overnight at RT. After 10 ml of 2-propanol had been added, the mixture was stirred for 1 hour and then subjected to conventional work-up, giving 4-(4-ethoxy-2,3-difluorophenyl)-4′-pentylbicyclohexyl-3-one. The reactants are CCOC(=O)C(CCc1ccccc1)NC1CSC(c2cccs2)CN(CC(=O)O)C1=O, [Na+], [OH-]. Yields the product O=C(O)CN1CC(c2cccs2)SCC(NC(CCc2ccccc2)C(=O)O)C1=O. As a reaction SMILES: [CH2:1]([CH3:2])[O:3][C:4](=[O:5])[CH:6]([CH2:7][CH2:8][c:9]1[cH:10][cH:11][cH:12][cH:13][cH:14]1)[NH:15][CH:16]1[C:17](=[O:32])[N:18]([CH2:28][C:29](=[O:30])[OH:31])[CH2:19][CH:20]([c:23]2[s:24][cH:25][cH:26][cH:27]2)[S:21][CH2:22]1.[Na+:34].[OH-:33]>>[O:3]=[C:4]([OH:5])[CH:6]([CH2:7][CH2:8][c:9]1[cH:10][cH:11][cH:12][cH:13][cH:14]1)[NH:15][CH:16]1[C:17](=[O:32])[N:18]([CH2:28][C:29](=[O:30])[OH:31])[CH2:19][CH:20]([c:23]2[s:24][cH:25][cH:26][cH:27]2)[S:21][CH2:22]1.